Dataset: the Open Reaction Database (ORD), a public repository of structured organic reaction records. Task: describe an organic reaction: reactants, conditions, products, and yield The reactants are FC1=C(C#N)C=CC(=C1)C#CC(C)(C)O (2-fluoro-4-(3-hydroxy-3-methyl-but-1-ynyl)-benzonitrile), [H-].[Na+] (NaH), suspension. Run in C1(=CC=CC=C1)C (toluene). The product is C(#C)C1=CC(=C(C#N)C=C1)F (4-ethynyl-2-fluoro-benzonitrile). Isolated yield 66.3%. Reaction SMILES: [F:1][C:2]1[CH:9]=[C:8]([C:10]#[C:11]C(O)(C)C)[CH:7]=[CH:6][C:3]=1[C:4]#[N:5].[H-].[Na+]>C1(C)C=CC=CC=1>[C:10]([C:8]1[CH:7]=[CH:6][C:3]([C:4]#[N:5])=[C:2]([F:1])[CH:9]=1)#[CH:11] |f:1.2|. Procedure: To a solution of 2-fluoro-4-(3-hydroxy-3-methyl-but-1-ynyl)-benzonitrile (2.6 g, 13 mmol) in toluene (55 mL) was added NaH (53 mg of a 60% suspension in mineral oil, 1.3 mmol). The reaction mixture was heated to reflux. After refluxing for several hours, heating was discontinued, and the cooled reaction mixture was quenched by the addition of 2M Na2CO3 solution. The layers were separated and the toluene layer was washed with H2O (2×20 mL), brine (25 mL), dried over Na2SO4, filtered and concentra... Reactants: CCc1cc([N+](=O)[O-])cc[n+]1[O-], ClCCl, [Na+], [OH-], ClP(Cl)Cl. Yields the product CCc1cc([N+](=O)[O-])ccn1. Reaction SMILES: [CH2:5]([CH3:6])[c:7]1[n+:8]([O-:16])[cH:9][cH:10][c:11]([N+:13](=[O:14])[O-:15])[cH:12]1.[Cl:19][CH2:20][Cl:21].[Na+:18].[OH-:17].[P:1]([Cl:2])([Cl:3])[Cl:4]>>[CH2:5]([CH3:6])[c:7]1[n:8][cH:9][cH:10][c:11]([N+:13](=[O:14])[O-:15])[cH:12]1. Starting materials: BrC1=CC=2C3=C(N(C2C=N1)COCC[Si](C)(C)C)N=CC=C3O[C@H]3CN(CCC3)C(=O)OC(C)(C)C ((R)-tert-butyl 3-(6-bromo-9-((2-(trimethylsilyl)ethoxy)methyl)-9H-dipyrido[2,3-b;4′,3′-d]pyrrol-4-yloxy)piperidine-1-carboxylate), CN1N=CC(=C1)B1OC(C(O1)(C)C)(C)C (1-methyl-4-(4,4,5,5-tetramethyl-1,3,2-dioxaborolan-2-yl)-1H-pyrazole), 1,1′-[bis(diphenylphosphino)ferrocene]dichloropalladium(II), C([O-])([O-])=O.[Na+].[Na+] (sodium carbonate). The solvent is C(C)#N (acetonitrile). Reaction conditions: temperature 130 celsius. The product is CN1N=CC(=C1)C1=CC=2C3=C(N(C2C=N1)COCC[Si](C)(C)C)N=CC=C3O[C@H]3CN(CCC3)C(=O)OC(C)(C)C ((R)-tert-butyl 3-(6-(1-methyl-1H-pyrazol-4-yl)-9-((2-(trimethylsilyl)ethoxy)methyl)-9H-dipyrido[2,3-b;4′,3′-d]pyrrol-4-yloxy)piperidine-1-carboxylate). As a reaction SMILES: Br[C:2]1[N:10]=[CH:9][C:8]2[N:7]([CH2:11][O:12][CH2:13][CH2:14][Si:15]([CH3:18])([CH3:17])[CH3:16])[C:6]3[N:19]=[CH:20][CH:21]=[C:22]([O:23][C@@H:24]4[CH2:29][CH2:28][CH2:27][N:26]([C:30]([O:32][C:33]([CH3:36])([CH3:35])[CH3:34])=[O:31])[CH2:25]4)[C:5]=3[C:4]=2[CH:3]=1.[CH3:37][N:38]1[CH:42]=[C:41](B2OC(C)(C)C(C)(C)O2)[CH:40]=[N:39]1.C(=O)([O-])[O-].[Na+].[Na+]>C(#N)C>[CH3:37][N:38]1[CH:42]=[C:41]([C:2]2[N:10]=[CH:9][C:8]3[N:7]([CH2:11][O:12][CH2:13][CH2:14][Si:15]([CH3:17])([CH3:18])[CH3:16])[C:6]4[N:19]=[CH:20][CH:21]=[C:22]([O:23][C@@H:24]5[CH2:29][CH2:28][CH2:27][N:26]([C:30]([O:32][C:33]([CH3:35])([CH3:36])[CH3:34])=[O:31])[CH2:25]5)[C:5]=4[C:4]=3[CH:3]=2)[CH:40]=[N:39]1 |f:2.3.4|. Procedure details: A mixture of (R)-tert-butyl 3-(6-bromo-9-((2-(trimethylsilyl)ethoxy)methyl)-9H-dipyrido[2,3-b;4′,3′-d]pyrrol-4-yloxy)piperidine-1-carboxylate (50 mg, 0.09 mmol), 1-methyl-4-(4,4,5,5-tetramethyl-1,3,2-dioxaborolan-2-yl)-1H-pyrazole (90 mg, 0.43 mmol), 1,1′-[bis(diphenylphosphino)ferrocene]dichloropalladium(II) (6.3 mg, 0.009 mmol), and saturated aqueous sodium carbonate solution (0.1 mL) in acetonitrile (0.9 mL) was heated under microwave irradiation at 130° C. for 30 minutes. The reaction mixtur...